describe an organic reaction: reactants, conditions, products, and yield From a dataset of the Open Reaction Database (ORD), a public repository of structured organic reaction records. The reactants are CC(=O)O, Cl, OO, O=C1C2CCCC(S2)C(=O)N1CCCCN1CCN(c2ncccn2)CC1. Product: Cl, O=C1C2CCCC(C(=O)N1CCCCN1CCN(c3ncccn3)CC1)S2=O. Reaction SMILES: [CH3:31][C:32](=[O:33])[OH:34].[ClH:1].[OH:29][OH:30].[n:2]1[c:3]([N:8]2[CH2:9][CH2:10][N:11]([CH2:14][CH2:15][CH2:16][CH2:17][N:18]3[C:19](=[O:28])[CH:20]4[CH2:21][CH2:22][CH2:23][CH:24]([C:25]3=[O:26])[S:27]4)[CH2:12][CH2:13]2)[n:4][cH:5][cH:6][cH:7]1>>[ClH:1].[n:2]1[c:3]([N:8]2[CH2:9][CH2:10][N:11]([CH2:14][CH2:15][CH2:16][CH2:17][N:18]3[C:19](=[O:28])[CH:20]4[CH2:21][CH2:22][CH2:23][CH:24]([C:25]3=[O:26])[S:27]4=[O:29])[CH2:12][CH2:13]2)[n:4][cH:5][cH:6][cH:7]1. The reactants are O (water), [H-].[Na+] (Sodium hydride), C(C)OC(=O)C=1C=NN(C1C)C1=CC=C(C=C1)O (1-(4-hydroxyphenyl)-5-methyl-1H-pyrazole-4-carboxylic acid ethyl ester), C(C)I (ethyl iodide). Run in CN(C=O)C (N,N-dimethylformamide). Run at time 30 minute. Product: C(C)OC(=O)C=1C=NN(C1C)C1=CC=C(C=C1)OCC (1-(4-ethoxyphenyl)-5-methyl-1H-pyrazole-4-carboxylic acid ethyl ester). Reaction SMILES: [H-].[Na+].[CH2:3]([O:5][C:6]([C:8]1[CH:9]=[N:10][N:11]([C:14]2[CH:19]=[CH:18][C:17]([OH:20])=[CH:16][CH:15]=2)[C:12]=1[CH3:13])=[O:7])[CH3:4].[CH2:21](I)[CH3:22].O>CN(C)C=O>[CH2:3]([O:5][C:6]([C:8]1[CH:9]=[N:10][N:11]([C:14]2[CH:15]=[CH:16][C:17]([O:20][CH2:21][CH3:22])=[CH:18][CH:19]=2)[C:12]=1[CH3:13])=[O:7])[CH3:4] |f:0.1|. Reported procedure: Sodium hydride (234 mg) was added to a solution of 1-(4-hydroxyphenyl)-5-methyl-1H-pyrazole-4-carboxylic acid ethyl ester (1.2 g) in N,N-dimethylformamide (12 ml) at room temperature, stirred at the same temperature for 30 minutes, then ethyl iodide (0.8 ml) was added therein and the mixture was stirred at 80° C. for an hour. After completion of the reaction, the reaction solution was cooled to room temperature, water was added therein and extracted with ethyl acetate three times. The organic la... The reactants are C(C)C1=C(OC[C@H](CNC(CO)=O)O)C(=CC(=C1)C1=NOC(=N1)C1=NC(=NC(=C1)C)NCC)C (N—((S)-3-{2-ethyl-4-[5-(2-ethylamino-6-methyl-pyrimidin-4-yl)-[1,2,4]oxadiazol-3-yl]-6-methyl-phenoxy}-2-hydroxy-propyl)-2-hydroxy-acetamide), C(C(C)C)NC1=NC(=CC(=N1)C(=O)O)C (2-isobutylamino-6-methyl-pyrimidine-4-carboxylic acid). The product is C(C)C1=C(OC[C@H](CNC(CO)=O)O)C(=CC(=C1)C1=NOC(=N1)C1=NC(=NC(=C1)C)NCC(C)C)C (N—((S)-3-{2-Ethyl-4-[5-(2-isobutylamino-6-methyl-pyrimidin-4-yl)-[1,2,4]oxadiazol-3-yl]-6-methyl-phenoxy}-2-hydroxy-propyl)-2-hydroxy-acetamide). Reaction SMILES: [CH2:1]([C:3]1[CH:18]=[C:17]([C:19]2[N:23]=C(C3C=C(C)N=C(NCC)N=3)O[N:20]=2)[CH:16]=[C:15]([CH3:34])[C:4]=1[O:5][CH2:6][C@@H:7]([OH:14])[CH2:8][NH:9][C:10](=[O:13])[CH2:11][OH:12])[CH3:2].[CH2:35]([NH:39][C:40]1[N:45]=[C:44]([C:46]([OH:48])=O)[CH:43]=[C:42]([CH3:49])[N:41]=1)[CH:36]([CH3:38])[CH3:37]>>[CH2:1]([C:3]1[CH:18]=[C:17]([C:19]2[N:23]=[C:46]([C:44]3[CH:43]=[C:42]([CH3:49])[N:41]=[C:40]([NH:39][CH2:35][CH:36]([CH3:37])[CH3:38])[N:45]=3)[O:48][N:20]=2)[CH:16]=[C:15]([CH3:34])[C:4]=1[O:5][CH2:6][C@@H:7]([OH:14])[CH2:8][NH:9][C:10](=[O:13])[CH2:11][OH:12])[CH3:2]. Reported procedure: N—((S)-3-{2-Ethyl-4-[5-(2-isobutylamino-6-methyl-pyrimidin-4-yl)-[1,2,4]oxadiazol-3-yl]-6-methyl-phenoxy}-2-hydroxy-propyl)-2-hydroxy-acetamide is prepared in analogy to N—((S)-3-{2-ethyl-4-[5-(2-ethylamino-6-methyl-pyrimidin-4-yl)-[1,2,4]oxadiazol-3-yl]-6-methyl-phenoxy}-2-hydroxy-propyl)-2-hydroxy-acetamide using 2-isobutylamino-6-methyl-pyrimidine-4-carboxylic acid; LC-MS: tR=0.96 min; [M+H]+=499.25. 1H NMR (D6-DMSO): δ 0.92 (d, J=6.5 Hz, 6H), 1.22 (t, J=7.5 Hz, 3H), 1.91 (m, 1H), 2.35 (s, 3H... Reactants: BrC=1C=C2C(=C(C=NC2=CC1)C(C(C)C)=O)N1CCC(CC1)CN1CCCC1 (1-{6-bromo-4-[4-(pyrrolidin-1-ylmethyl)piperidin-1-yl]quinolin-3-yl}-2-methylpropan-1-one), ClC=1C=C(C=CC1O)B(O)O (3-chloro-4-hydroxyphenylboronic acid). Product: ClC=1C=C(C=CC1O)C=1C=C2C(=C(C=NC2=CC1)C(C(C)C)=O)N1CCC(CC1)CN1CCCC1 (1-{6-(3-Chloro-4-hydroxyphenyl)-4-[4-(pyrrolidin-1-ylmethyl)piperidin-1-yl]quinolin-3-yl}-2-methylpropan-1-one). Isolated yield 56.5%. RXN SMILES: Br[C:2]1[CH:3]=[C:4]2[C:9](=[CH:10][CH:11]=1)[N:8]=[CH:7][C:6]([C:12](=[O:16])[CH:13]([CH3:15])[CH3:14])=[C:5]2[N:17]1[CH2:22][CH2:21][CH:20]([CH2:23][N:24]2[CH2:28][CH2:27][CH2:26][CH2:25]2)[CH2:19][CH2:18]1.[Cl:29][C:30]1[CH:31]=[C:32](B(O)O)[CH:33]=[CH:34][C:35]=1[OH:36]>>[Cl:29][C:30]1[CH:31]=[C:32]([C:2]2[CH:3]=[C:4]3[C:9](=[CH:10][CH:11]=2)[N:8]=[CH:7][C:6]([C:12](=[O:16])[CH:13]([CH3:15])[CH3:14])=[C:5]3[N:17]2[CH2:18][CH2:19][CH:20]([CH2:23][N:24]3[CH2:25][CH2:26][CH2:27][CH2:28]3)[CH2:21][CH2:22]2)[CH:33]=[CH:34][C:35]=1[OH:36]. Procedure: Following general procedure D, 1-{6-bromo-4-[4-(pyrrolidin-1-ylmethyl)piperidin-1-yl]quinolin-3-yl}-2-methylpropan-1-one (30 mg, 0.068 mmol) was reacted with 3-chloro-4-hydroxyphenylboronic acid (17 mg, 0.100 mmol) to afford the desired product (18.9 mg, 56%) as an off-white solid: 1H NMR (500 MHz, CD3OD) δ 8.75 (s, 1H), 8.28 (d, J=1.2 Hz, 1H), 8.06-7.99 (m, 2H), 7.70 (d, J=2.3 Hz, 1H), 7.54 (dd, J=8.4, 2.3 Hz, 1H), 7.06 (d, J=8.4 Hz, 1H), 3.54-3.41 (m, 3H), 3.23-3.11 (m, 6H), 3.03 (d, J=6.8 Hz,... Reactants: C[Si](C)(C[Si](C[Si](C)(C)C)(Cl)Cl)C (2,2,6,6-tetramethyl-4,4-dichloro-2,4,6-trisilaheptane), CO (methanol). Conditions: temperature 70 celsius. The product is C[Si](C)(C[Si](C[Si](C)(C)C)(OC)Cl)C (2,2,6,6-tetramethyl-4-chloro-4-methoxy-2,4,6-trisilaheptane). The yield is 74.0%. As a reaction SMILES: [CH3:1][Si:2]([CH3:13])([CH2:4][Si:5](Cl)([Cl:11])[CH2:6][Si:7]([CH3:10])([CH3:9])[CH3:8])[CH3:3].[CH3:14][OH:15]>>[CH3:1][Si:2]([CH3:13])([CH2:4][Si:5]([Cl:11])([O:15][CH3:14])[CH2:6][Si:7]([CH3:10])([CH3:9])[CH3:8])[CH3:3]. Reported procedure: 13.7 g(50 mmoles) of 2,2,6,6-tetramethyl-4,4-dichloro-2,4,6-trisilaheptane were placed in the flask of the same set as Example 1, and then 1.8 g(60 mmoles) of dry methanol were added. The mixture was heated at 70° C. for 2 hrs. The amount of the product was 9.92 g and the yield 74%.